From a dataset of the Open Reaction Database (ORD), a public repository of structured organic reaction records. describe an organic reaction: reactants, conditions, products, and yield Reactants: CS(=O)(=O)C=1C(=CC(=C(C(=O)OC)C1)C)OC1=CC(=CC=C1)S(F)(F)(F)(F)F (methyl 5-methanesulfonyl-2-methyl-4-(3-pentafluorosulfanylphenoxy)-benzoate), [N+](=O)(O)[O-] (HNO3), ice. Run at time 10 minute. The product is CS(=O)(=O)C=1C(=CC(=C(C(=O)OC)C1)C)OC1=CC(=C(C=C1)[N+](=O)[O-])S(F)(F)(F)(F)F (Methyl 5-methanesulfonyl-4-(4-nitro-3-pentafluorosulfanylphenoxy)-2-methyl-benzoate). Reaction SMILES: [CH3:1][S:2]([C:5]1[C:6]([O:16][C:17]2[CH:22]=[CH:21][CH:20]=[C:19]([S:23]([F:28])([F:27])([F:26])([F:25])[F:24])[CH:18]=2)=[CH:7][C:8]([CH3:15])=[C:9]([CH:14]=1)[C:10]([O:12][CH3:13])=[O:11])(=[O:4])=[O:3].[N+:29]([O-])([OH:31])=[O:30]>>[CH3:1][S:2]([C:5]1[C:6]([O:16][C:17]2[CH:22]=[CH:21][C:20]([N+:29]([O-:31])=[O:30])=[C:19]([S:23]([F:27])([F:26])([F:28])([F:24])[F:25])[CH:18]=2)=[CH:7][C:8]([CH3:15])=[C:9]([CH:14]=1)[C:10]([O:12][CH3:13])=[O:11])(=[O:4])=[O:3]. Procedure details: 3.50 g of methyl 5-methanesulfonyl-2-methyl-4-(3-pentafluorosulfanylphenoxy)-benzoate were dissolved in 100 ml of 90% HNO3 at −40° C. The reaction mixture was stirred at this temperature for 10 minutes and then poured into 800 g of ice. This mixture was stirred for 10 minutes and then the product was filtered off with suction. 3.89 g of a pale yellow solid were obtained, mp 145-148° C. (with decomposition). Rf (DIP)=0.09